Dataset: the Open Reaction Database (ORD), a public repository of structured organic reaction records. Task: describe an organic reaction: reactants, conditions, products, and yield Run in C(C)(=O)O (acetic acid). Starting materials: NC=1N=CNC1Cl (4-amino-5-chloroimidazole), CN(C=CC(=O)C1=CC(=CC=C1)C(F)(F)F)C (3-dimethylamino-3'-(trifluoromethyl)acrylophenone). The product is FC(C1=CC(=CC=C1)C1=CC=NC=2N1C=NC2Cl)(F)F (4-(α,α,α-Trifluoro-m-tolyl)-8-chloroimidazo[1,5-a]pyrimidine). Reaction SMILES: C[N:2]([CH3:17])[CH:3]=[CH:4][C:5]([C:7]1[CH:12]=[CH:11][CH:10]=[C:9]([C:13]([F:16])([F:15])[F:14])[CH:8]=1)=O.NC1[N:20]=[CH:21][NH:22][C:23]=1[Cl:24]>C(O)(=O)C>[F:16][C:13]([F:14])([F:15])[C:9]1[CH:10]=[CH:11][CH:12]=[C:7]([C:5]2[N:20]3[CH:21]=[N:22][C:23]([Cl:24])=[C:17]3[N:2]=[CH:3][CH:4]=2)[CH:8]=1. Reported procedure: A mixture of 0.01 mole of 3-dimethylamino-3'-(trifluoromethyl)acrylophenone, 40 ml. of glacial acetic acid and 0.01 mole of 4-amino-5-chloroimidazole is refluxed for 6 hours. The solvent is removed under reduced pressure and the residue worked up as for Example 29 to give the product of the example. The reactants are C=CC#N, C1CCOC1, CCOC(C)=O, CC(O)(c1ccc(C(=O)N(C2CCNCC2)C2CC2)cc1)C(F)(F)F. Product: CC(O)(c1ccc(C(=O)N(C2CC2)C2CCN(CCC#N)CC2)cc1)C(F)(F)F. Reaction SMILES: [CH2:26]=[CH:27][C:28]#[N:29].[CH2:36]1[O:37][CH2:38][CH2:39][CH2:40]1.[CH3:30][CH2:31][O:32][C:33]([CH3:34])=[O:35].[CH:1]1([N:4]([C:5]([c:6]2[cH:7][cH:8][c:9]([C:12]([C:13]([F:14])([F:15])[F:16])([CH3:17])[OH:18])[cH:10][cH:11]2)=[O:19])[CH:20]2[CH2:21][CH2:22][NH:23][CH2:24][CH2:25]2)[CH2:2][CH2:3]1>>[CH:1]1([N:4]([C:5]([c:6]2[cH:7][cH:8][c:9]([C:12]([C:13]([F:14])([F:15])[F:16])([CH3:17])[OH:18])[cH:10][cH:11]2)=[O:19])[CH:20]2[CH2:21][CH2:22][N:23]([CH2:26][CH2:27][C:28]#[N:29])[CH2:24][CH2:25]2)[CH2:2][CH2:3]1. Reactants: CCCCCCCCOc1ccc(-n2c(C)ccc2-c2ccc(O)cc2)cc1, Cc1ccccc1, O=C(N=NC(=O)N1CCCCC1)N1CCCCC1, O, CCOC(=O)C(O)Cc1ccccc1, c1ccc(P(c2ccccc2)c2ccccc2)cc1. Product: CCCCCCCCOc1ccc(-n2c(C)ccc2-c2ccc(OC(Cc3ccccc3)C(=O)OCC)cc2)cc1. RXN SMILES: [CH3:1][c:2]1[cH:3][cH:4][c:5](-[c:22]2[cH:23][cH:24][c:25]([OH:28])[cH:26][cH:27]2)[n:6]1-[c:7]1[cH:8][cH:9][c:10]([O:13][CH2:14][CH2:15][CH2:16][CH2:17][CH2:18][CH2:19][CH2:20][CH3:21])[cH:11][cH:12]1.[CH3:80][c:81]1[cH:82][cH:83][cH:84][cH:85][cH:86]1.[N:62]([C:63]([N:64]1[CH2:65][CH2:66][CH2:67][CH2:68][CH2:69]1)=[O:70])=[N:71][C:72]([N:73]1[CH2:74][CH2:75][CH2:76][CH2:77][CH2:78]1)=[O:79].[OH2:87].[OH:29][CH:30]([C:31](=[O:32])[O:33][CH2:34][CH3:35])[CH2:36][c:37]1[cH:38][cH:39][cH:40][cH:41][cH:42]1.[c:43]1([P:44]([c:45]2[cH:46][cH:47][cH:48][cH:49][cH:50]2)[c:51]2[cH:52][cH:53][cH:54][cH:55][cH:56]2)[cH:57][cH:58][cH:59][cH:60][cH:61]1>>[CH3:1][c:2]1[cH:3][cH:4][c:5](-[c:22]2[cH:23][cH:24][c:25]([O:28][CH:30]([C:31](=[O:32])[O:33][CH2:34][CH3:35])[CH2:36][c:37]3[cH:38][cH:39][cH:40][cH:41][cH:42]3)[cH:26][cH:27]2)[n:6]1-[c:7]1[cH:8][cH:9][c:10]([O:13][CH2:14][CH2:15][CH2:16][CH2:17][CH2:18][CH2:19][CH2:20][CH3:21])[cH:11][cH:12]1.